This data is from the Open Reaction Database (ORD), a public repository of structured organic reaction records. The task is: describe an organic reaction: reactants, conditions, products, and yield Starting materials: ClCCOC1=C(C=C2C(=CC=NC2=C1)OC1=C(C=C(C=C1)C)C(=O)C1=CC=CC=C1)OC ((2-{[7-(2-Chloroethoxy)-6-methoxy-4-quinolyl]oxy}-5-methylphenyl)(phenyl)methanone), O (water), N1CCC(CC1)CO (4-piperidine methanol), C([O-])([O-])=O.[K+].[K+] (potassium carbonate). Run in CN(C=O)C (N,N-dimethylformamide). Reaction conditions: temperature 80 celsius, time 8 hour. The product is OCC1CCN(CC1)CCOC1=C(C=C2C(=CC=NC2=C1)OC1=C(C=C(C=C1)C)C(=O)C1=CC=CC=C1)OC ({2-[(7-{2-[4-(Hydroxymethyl)piperidino]ethoxy}-6-methoxy-4-quinolyl)oxy]-5-methylphenyl}(phenyl)methanone). Isolated yield 52.7%. As a reaction SMILES: Cl[CH2:2][CH2:3][O:4][C:5]1[CH:14]=[C:13]2[C:8]([C:9]([O:15][C:16]3[CH:21]=[CH:20][C:19]([CH3:22])=[CH:18][C:17]=3[C:23]([C:25]3[CH:30]=[CH:29][CH:28]=[CH:27][CH:26]=3)=[O:24])=[CH:10][CH:11]=[N:12]2)=[CH:7][C:6]=1[O:31][CH3:32].[NH:33]1[CH2:38][CH2:37][CH:36]([CH2:39][OH:40])[CH2:35][CH2:34]1.C(=O)([O-])[O-].[K+].[K+].O>CN(C)C=O>[OH:40][CH2:39][CH:36]1[CH2:37][CH2:38][N:33]([CH2:2][CH2:3][O:4][C:5]2[CH:14]=[C:13]3[C:8]([C:9]([O:15][C:16]4[CH:21]=[CH:20][C:19]([CH3:22])=[CH:18][C:17]=4[C:23]([C:25]4[CH:30]=[CH:29][CH:28]=[CH:27][CH:26]=4)=[O:24])=[CH:10][CH:11]=[N:12]3)=[CH:7][C:6]=2[O:31][CH3:32])[CH2:34][CH2:35]1 |f:2.3.4|. Reported procedure: (2-{[7-(2-Chloroethoxy)-6-methoxy-4-quinolyl]oxy}-5-methylphenyl)(phenyl)methanone (50 mg), 4-piperidine methanol (38 mg), and potassium carbonate (76 mg) were suspended in N,N-dimethylformamide (3 ml), and the suspension was stirred at 80° C. overnight. The reaction solution was cooled to room temperature, water was then added to the reaction solution, and the mixture was extracted with ethyl acetate. The ethyl acetate layer was then washed with water and saturated brine and was dried over anhy... The product is CC=1N=C2N(C=C(C=C2)C(=O)O)C1 (2-methylimidazo[1,2-a]pyridine-6-carboxylic acid). Reported procedure: A mixture of methyl 6-aminonicotinate (510 mg), chloroacetone (620 mg) and ethanol (10 ml) was refluxed for 10 hours. After the solvent was removed, ethanol (5 ml) and water (5 ml) was added to the residue. To the solution containing methyl 2-methylimidazo[1,2-a]pyridine-6-carboxylate was added sodium hydroxide (536 mg) and the mixture was stirred for 1 hour at ambient temperature. Ethanol was evaporated and the resulting crystal was collected. A suspension of the obtained crystal in water (3 ml... As a reaction SMILES: [NH2:1][C:2]1[CH:11]=[CH:10][C:5]([C:6]([O:8]C)=[O:7])=[CH:4][N:3]=1.Cl[CH2:13][C:14](=O)[CH3:15]>C(O)C>[CH3:15][C:14]1[N:1]=[C:2]2[CH:11]=[CH:10][C:5]([C:6]([OH:8])=[O:7])=[CH:4][N:3]2[CH:13]=1. Yield: 71.1%. Starting materials: NC1=NC=C(C(=O)OC)C=C1 (methyl 6-aminonicotinate), ClCC(C)=O (chloroacetone). Conditions: time 1 hour. The solvent is C(C)O (ethanol). Reactants: O=C([O-])[O-], CCOC(C)=O, CCCc1cnc(Cl)nc1, [K+], [K+], OC1CCNCC1, CN(C)C=O. Yields the product CCCc1cnc(N2CCC(O)CC2)nc1. Reaction SMILES: [C:18](=[O:19])([O-:20])[O-:21].[CH3:29][CH2:30][O:31][C:32]([CH3:33])=[O:34].[Cl:8][c:9]1[n:10][cH:11][c:12]([CH2:15][CH2:16][CH3:17])[cH:13][n:14]1.[K+:22].[K+:23].[NH:1]1[CH2:2][CH2:3][CH:4]([OH:7])[CH2:5][CH2:6]1.[O:24]=[CH:25][N:26]([CH3:27])[CH3:28]>>[N:1]1([c:9]2[n:10][cH:11][c:12]([CH2:15][CH2:16][CH3:17])[cH:13][n:14]2)[CH2:2][CH2:3][CH:4]([OH:7])[CH2:5][CH2:6]1. Starting materials: C1(CCCCC1)N=C=O (cyclohexyl isocyanate), N1CCCCC1 (piperidine). The solvent is CCCCCC (hexane). Yields the product C1(CCCCC1)NC(=O)N1CCCCC1 (N-cyclohexylpiperidine-1-carboxamide). Isolated yield 98.3%. As a reaction SMILES: [CH:1]1([N:7]=[C:8]=[O:9])[CH2:6][CH2:5][CH2:4][CH2:3][CH2:2]1.[NH:10]1[CH2:15][CH2:14][CH2:13][CH2:12][CH2:11]1>CCCCCC>[CH:1]1([NH:7][C:8]([N:10]2[CH2:15][CH2:14][CH2:13][CH2:12][CH2:11]2)=[O:9])[CH2:6][CH2:5][CH2:4][CH2:3][CH2:2]1. Procedure details: 23.8 g of cyclohexyl isocyanate (0.190 mol) are added dropwise to a solution of 18.62 g of piperidine (0.219 mol) in 360 ml of hexane, and then the cloudy mixture is refluxed for 2 h and then cooled and filtered, to give 39.3 g of pure N-cyclohexylpiperidine-1-carboxamide (yield 98.3%). 12 g of POCl3 (78 mmol) are added, over 1 h, to a suspension of 15.05 g of said N-cyclohexylpiperidine-1-carboxamide (71.6 mmol) in 65 ml of dry toluene, and then, after a few hours at 20° C., 18.1 g of N-butyl-N...